From a dataset of the Open Reaction Database (ORD), a public repository of structured organic reaction records. describe an organic reaction: reactants, conditions, products, and yield Starting materials: O=C[C@H](O)[C@@H](O)[C@H](O)[C@H](O)CO (D-glucose), O=C([C@H](O)[C@@H](O)[C@H](O)[C@H](O)CO)O (D-gluconic acid). Product: C([C@H]([C@H]([C@@H](C(=O)C(=O)O)O)O)O)O (2-keto-D-gluconic acid). Reaction SMILES: O=C[C@@H]([C@H]([C@@H]([C@@H](CO)O)O)O)O.[O:13]=[C:14]([OH:25])[C@@H:15]([C@H:17]([C@@H:19]([C@@H:21]([CH2:23][OH:24])[OH:22])[OH:20])[OH:18])[OH:16]>>[CH2:23]([OH:24])[C@@H:21]([OH:22])[C@@H:19]([OH:20])[C@H:17]([OH:18])[C:15]([C:14]([OH:25])=[O:13])=[O:16]. Reported procedure: It is shown in Examples 7 to 9 that starting from D-glucose it is preferable to start at higher pH to prepare the intermediate, D-gluconic acid, and after equimolar consumption of alkali (sodium hydroxide, potassium hydroxide, sodium carbonate, etc.) a pH drop to 5.0 or below 5.0 is allowed, to obtain high yields of 2-keto-D-gluconic acid. Reaction SMILES: [CH3:32][CH2:33][OH:34].[CH3:35][C:36](=[O:37])[OH:38].[CH3:40][OH:41].[K:28][O:29][C:30]#[N:31].[NH2:2][CH2:3][c:4]1[cH:5][cH:6][c:7]([NH:10][c:11]2[n:12][nH:13][c:14]3[n:15][cH:16][n:17][c:18]([NH:20][c:21]4[cH:22][c:23]([Cl:27])[cH:24][cH:25][cH:26]4)[c:19]23)[cH:8][cH:9]1.[OH2:1].[OH2:39].[OH2:42]>>[NH:2]([CH2:3][c:4]1[cH:5][cH:6][c:7]([NH:10][c:11]2[n:12][nH:13][c:14]3[n:15][cH:16][n:17][c:18]([NH:20][c:21]4[cH:22][c:23]([Cl:27])[cH:24][cH:25][cH:26]4)[c:19]23)[cH:8][cH:9]1)[C:30](=[O:29])[NH2:31]. Product: NC(=O)NCc1ccc(Nc2n[nH]c3ncnc(Nc4cccc(Cl)c4)c23)cc1. Reactants: CCO, CC(=O)O, CO, N#CO[K], NCc1ccc(Nc2n[nH]c3ncnc(Nc4cccc(Cl)c4)c23)cc1, O, O, O. The reactants are C(C)OC(=O)C1=CN=C2N(C1=O)C(CCC2Br)C (9-bromo-6-methyl-4-oxo-6,7,8,9-tetrahydro-4H-pyrido[1,2-a]pyrimidine-3-carboxylic acid ethyl ester), CNC1=CC=CC=C1 (N-methyl-aniline), Cl (hydrochloric acid), C(C)O (ethanol), solution. Solvent: ClCCl (dichloromethane). Conditions: time 8.5 hour. Product: C(C)OC(=O)C1=CN=C2N(C1=O)C(CCC2N(C2=CC=CC=C2)C)C (6-methyl-9-(N-methyl-anilino)-4-oxo-6,7,8,9-tetrahydro-4H-pyrido[1,2-a]pyrimidine-3-carboxylic acid ethyl ester). The yield is 55.2%. As a reaction SMILES: [CH2:1]([O:3][C:4]([C:6]1[C:11](=[O:12])[N:10]2[CH:13]([CH3:18])[CH2:14][CH2:15][CH:16](Br)[C:9]2=[N:8][CH:7]=1)=[O:5])[CH3:2].C(O)C.[CH3:22][NH:23][C:24]1[CH:29]=[CH:28][CH:27]=[CH:26][CH:25]=1.Cl>ClCCl>[CH2:1]([O:3][C:4]([C:6]1[C:11](=[O:12])[N:10]2[CH:13]([CH3:18])[CH2:14][CH2:15][CH:16]([N:23]([CH3:22])[C:24]3[CH:29]=[CH:28][CH:27]=[CH:26][CH:25]=3)[C:9]2=[N:8][CH:7]=1)=[O:5])[CH3:2]. Procedure details: 5.0 g. (0.016 mole) of 9-bromo-6-methyl-4-oxo-6,7,8,9-tetrahydro-4H-pyrido[1,2-a]pyrimidine-3-carboxylic acid ethyl ester are dissolved in 50 ml. of ethanol. To the solution 3.5 ml. (0.032 mole) of N-methyl-aniline are added and the reaction mixture is boiled for 8-9 hours in a nitrogen gas atmosphere. 50 ml. or 5% by weight hydrochloric acid solution is then added to the solution and shaken out three times with 25 ml. of dichloromethane. The combined organic layers are dried above calcinated so... Reactants: ClC1=NC(=CC2=CC=CC=C12)NC1=NNC(=C1)C ((1-chloro-isoquinolin-3-yl)-(5-methyl-1H-pyrazol-3-yl)-amine), COC=1C=C(C=CC1)B(O)O (3-methoxy-phenylboronic acid). The product is COC=1C=C(C=CC1)C1=NC(=CC2=CC=CC=C12)NC1=NNC(=C1)C ([1-(3-methoxy-phenyl)-isoquinolin-3-yl]-(5-methyl-1H-pyrazol-3-yl)-amine). Reaction SMILES: Cl[C:2]1[C:11]2[C:6](=[CH:7][CH:8]=[CH:9][CH:10]=2)[CH:5]=[C:4]([NH:12][C:13]2[CH:17]=[C:16]([CH3:18])[NH:15][N:14]=2)[N:3]=1.[CH3:19][O:20][C:21]1[CH:22]=[C:23](B(O)O)[CH:24]=[CH:25][CH:26]=1>>[CH3:19][O:20][C:21]1[CH:26]=[C:25]([C:2]2[C:11]3[C:6](=[CH:7][CH:8]=[CH:9][CH:10]=3)[CH:5]=[C:4]([NH:12][C:13]3[CH:17]=[C:16]([CH3:18])[NH:15][N:14]=3)[N:3]=2)[CH:24]=[CH:23][CH:22]=1. Reported procedure: Similar procedure as described in example 131 was used, starting from (1-chloro-isoquinolin-3-yl)-(5-methyl-1H-pyrazol-3-yl)-amine and 3-methoxy-phenylboronic acid to give [1-(3-methoxy-phenyl)-isoquinolin-3-yl]-(5-methyl-1H-pyrazol-3-yl)-amine. LC-MS m/e 331 (MH+). The reactants are CI (methyl iodide), CC=1SC=2NC(C=3C=CC=CC3C2N1)=O (2-methyl-thiazolo[5,4-c]isoquinoline-5(4H)-one), [H-].[Na+] (sodium hydride), [H-].[Na+] (sodium hydride). Run in CN(C=O)C (dimethylformamide). Conditions: time 2 hour. The product is 4.5, CC=1SC=2N(C(C=3C=CC=CC3C2N1)=O)C (2,4-Dimethyl-thiazolo[5,4-c]isoquinoline-5(4H)-one). Yield: 65.0%. As a reaction SMILES: [CH3:1][C:2]1[S:3][C:4]2[NH:5][C:6](=[O:15])[C:7]3[CH:8]=[CH:9][CH:10]=[CH:11][C:12]=3[C:13]=2[N:14]=1.[H-].[Na+].[CH3:18]I>CN(C)C=O>[CH3:1][C:2]1[S:3][C:4]2[N:5]([CH3:18])[C:6](=[O:15])[C:7]3[CH:8]=[CH:9][CH:10]=[CH:11][C:12]=3[C:13]=2[N:14]=1 |f:1.2|. Procedure details: A suspension of 6.48 g. (0.030 mole) of 2-methyl-thiazolo[5,4-c]isoquinoline-5(4H)-one in 64 ml of dimethylformamide was added with 1.45 g of a 50% (by weight) suspension of sodium hydride in mineral oil (0.030 mole of sodium hydride). The resulting mixture was kept at 60° C. for 2 hours and, after cooling to room temperature, was added with 2.37 ml (0.038 mole) of methyl iodide and heated for 1 hour at 60° C. After evaporating the solvent, the residue was taken up with water and the obtained so...